From a dataset of the Open Reaction Database (ORD), a public repository of structured organic reaction records. describe an organic reaction: reactants, conditions, products, and yield Procedure: Alternatively, racemic 4-(5-chloropyridin-3-yl)-3-[1-(trans-4-methylcyclohexyl)ethyl]-3H-imidazo[4,5-c]pyridine-6-carbonitrile (Step 2) was resolved into its enantiomers as described in Preparative Example 15.1 and brominated using the conditions described above or using the alternative conditions (disodium hydrogen phosphate and 1,3-dibromo-5,5-dimethylhydantoin in THF at 35° C., described in Example 2.1, Step 1 and Preparative Example 3.1, Step 3) to afford 2-bromo-4-(5-chloropyridin-3-yl)-3-[... The product is BrC1=NC2=C(C(=NC(=C2)C#N)C=2C=NC=C(C2)Cl)N1[C@@H](C)[C@@H]1CC[C@H](CC1)C (2-bromo-4-(5-chloropyridin-3-yl)-3-[(1S)-1-(trans-4-methylcyclohexyl)ethyl]-3H-imidazo[4,5-c]pyridine-6-carbonitrile), BrC1=NC2=C(C(=NC(=C2)C#N)C=2C=NC=C(C2)Cl)N1[C@H](C)[C@@H]1CC[C@H](CC1)C (2-bromo-4-(5-chloropyridin-3-yl)-3-[(1R)-1-(trans-4-methylcyclohexyl)ethyl]-3H-imidazo[4,5-c]pyridine-6-carbonitrile). RXN SMILES: [Cl:1][C:2]1[CH:3]=[C:4]([C:8]2[C:13]3[N:14]([CH:17]([C@H:19]4[CH2:24][CH2:23][C@H:22]([CH3:25])[CH2:21][CH2:20]4)[CH3:18])[CH:15]=[N:16][C:12]=3[CH:11]=[C:10]([C:26]#[N:27])[N:9]=2)[CH:5]=[N:6][CH:7]=1.P([O-])([O-])(O)=O.[Na+].[Na+].[Br:35]N1C(C)(C)C(=O)N(Br)C1=O>C1COCC1>[Br:35][C:15]1[N:14]([C@H:17]([C@H:19]2[CH2:24][CH2:23][C@H:22]([CH3:25])[CH2:21][CH2:20]2)[CH3:18])[C:13]2[C:8]([C:4]3[CH:5]=[N:6][CH:7]=[C:2]([Cl:1])[CH:3]=3)=[N:9][C:10]([C:26]#[N:27])=[CH:11][C:12]=2[N:16]=1.[Br:35][C:15]1[N:14]([C@@H:17]([C@H:19]2[CH2:24][CH2:23][C@H:22]([CH3:25])[CH2:21][CH2:20]2)[CH3:18])[C:13]2[C:8]([C:4]3[CH:5]=[N:6][CH:7]=[C:2]([Cl:1])[CH:3]=3)=[N:9][C:10]([C:26]#[N:27])=[CH:11][C:12]=2[N:16]=1 |f:1.2.3|. Starting materials: ClC=1C=C(C=NC1)C1=NC(=CC2=C1N(C=N2)C(C)[C@@H]2CC[C@H](CC2)C)C#N (racemic 4-(5-chloropyridin-3-yl)-3-[1-(trans-4-methylcyclohexyl)ethyl]-3H-imidazo[4,5-c]pyridine-6-carbonitrile), P(=O)(O)([O-])[O-].[Na+].[Na+] (disodium hydrogen phosphate), BrN1C(=O)N(C(=O)C1(C)C)Br (1,3-dibromo-5,5-dimethylhydantoin). Run in C1CCOC1 (THF).